This data is from the Open Reaction Database (ORD), a public repository of structured organic reaction records. The task is: describe an organic reaction: reactants, conditions, products, and yield Starting materials: N(=[N+]=[N-])CC=1N=CN(C1)C1=NC=C(C=C1)Br (2-(4-(azidomethyl)-1H-imidazol-1-yl)-5-bromopyridine). Reagents/catalysts: [Fe] (iron). Run in CCO (EtOH), CC(=O)O (HOAc). Product: BrC=1C=CC(=NC1)N1C=NC(=C1)CN ((1-(5-bromopyridin-2-yl)-1H-imidazol-4-yl)methanamine). Yield: 55.8%. Reaction SMILES: [N:1]([CH2:4][C:5]1[N:6]=[CH:7][N:8]([C:10]2[CH:15]=[CH:14][C:13]([Br:16])=[CH:12][N:11]=2)[CH:9]=1)=[N+]=[N-]>CCO.CC(O)=O.[Fe]>[Br:16][C:13]1[CH:14]=[CH:15][C:10]([N:8]2[CH:9]=[C:5]([CH2:4][NH2:1])[N:6]=[CH:7]2)=[N:11][CH:12]=1. Procedure details: A mixture of 2-(4-(azidomethyl)-1H-imidazol-1-yl)-5-bromopyridine (500 mg, 1.79 mmol) and iron powder (767 mg, 13.7 mmol) in EtOH (8 mL) and HOAc (6 mL) was heated at reflux for 2 h. It was filtered through celite. The filtrate was concentrated in vacuo. The residue was partitioned between 5% NaHCO3 and EtOAc. The biphasic solution was filtered. The EtOAc phase was separated, dried over Na2SO4, and concentrated in vacuo to give (1-(5-bromopyridin-2-yl)-1H-imidazol-4-yl)methanamine (253 mg). Starting materials: ClCCl, O=[N+]([O-])c1c(CO)cccc1Oc1ccccc1Cl, O, BrP(Br)Br. Yields the product O=[N+]([O-])c1c(CBr)cccc1Oc1ccccc1Cl. Reaction SMILES: [CH2:25]([Cl:26])[Cl:27].[N+:5](=[O:6])([O-:7])[c:8]1[c:9]([CH2:10][OH:11])[cH:12][cH:13][cH:14][c:15]1[O:16][c:17]1[c:18]([Cl:23])[cH:19][cH:20][cH:21][cH:22]1.[OH2:24].[P:1]([Br:2])([Br:3])[Br:4]>>[Br:2][CH2:10][c:9]1[c:8]([N+:5](=[O:6])[O-:7])[c:15]([O:16][c:17]2[c:18]([Cl:23])[cH:19][cH:20][cH:21][cH:22]2)[cH:14][cH:13][cH:12]1. Starting materials: COc1cc(C(=O)N2CCC(CCOC(C)=O)(c3ccc(Cl)c(Cl)c3)C2)cc(OC)c1OC, CO, ClCCl, [Li+], [OH-]. Yields the product COc1cc(C(=O)N2CCC(CCO)(c3ccc(Cl)c(Cl)c3)C2)cc(OC)c1OC. As a reaction SMILES: [CH3:1][O:2][c:3]1[cH:4][c:5]([C:6](=[O:7])[N:8]2[CH2:9][C:10]([CH2:13][CH2:14][O:15][C:16](=[O:17])[CH3:18])([c:19]3[cH:20][c:21]([Cl:26])[c:22]([Cl:25])[cH:23][cH:24]3)[CH2:11][CH2:12]2)[cH:27][c:28]([O:32][CH3:33])[c:29]1[O:30][CH3:31].[CH3:36][OH:37].[Cl:38][CH2:39][Cl:40].[Li+:34].[OH-:35]>>[CH3:1][O:2][c:3]1[cH:4][c:5]([C:6](=[O:7])[N:8]2[CH2:9][C:10]([CH2:13][CH2:14][OH:15])([c:19]3[cH:20][c:21]([Cl:26])[c:22]([Cl:25])[cH:23][cH:24]3)[CH2:11][CH2:12]2)[cH:27][c:28]([O:32][CH3:33])[c:29]1[O:30][CH3:31]. Starting materials: C(C)OC(C=CC1=NC=C(C=C1)C1=CC(=CC(=C1)NC1=NC=CC(=N1)C(F)(F)F)C)=O (ethyl-3-[5-(3-methyl-5-{[4-(trifluoromethyl)pyrimidin-2-yl]amino}phenyl)pyridin-2-yl]prop-2-enoate). Reagents/catalysts: [Pd] (Pd/C), C(=O)(C(F)(F)F)O (TFA). Run in CO (MeOH), C1CCOC1 (THF). Run at time 4 hour. Product: CC=1C=C(C=C(C1)NC1=NC=CC(=N1)C(F)(F)F)C=1C=CC(=NC1)CCC(=O)OCC (ethyl 3-[5-(3-methyl-5-{[4-(trifluoromethyl)pyrimidin-2-yl]amino}phenyl)pyridin-2-yl]propanoate). Reaction SMILES: [CH2:1]([O:3][C:4](=[O:31])[CH:5]=[CH:6][C:7]1[CH:12]=[CH:11][C:10]([C:13]2[CH:18]=[C:17]([NH:19][C:20]3[N:25]=[C:24]([C:26]([F:29])([F:28])[F:27])[CH:23]=[CH:22][N:21]=3)[CH:16]=[C:15]([CH3:30])[CH:14]=2)=[CH:9][N:8]=1)[CH3:2]>CO.C1COCC1.C(O)(C(F)(F)F)=O.[Pd]>[CH3:30][C:15]1[CH:14]=[C:13]([C:10]2[CH:11]=[CH:12][C:7]([CH2:6][CH2:5][C:4]([O:3][CH2:1][CH3:2])=[O:31])=[N:8][CH:9]=2)[CH:18]=[C:17]([NH:19][C:20]2[N:25]=[C:24]([C:26]([F:29])([F:27])[F:28])[CH:23]=[CH:22][N:21]=2)[CH:16]=1. Procedure: Pd/C (10.0 mg, 9.40 mol) was added to a solution of ethyl-3-[5-(3-methyl-5-{[4-(trifluoromethyl)pyrimidin-2-yl]amino}phenyl)pyridin-2-yl]prop-2-enoate (96.0 mg, 0.224 mmol) in MeOH (2.00 mL) and THF (1.00 mL). One drop of TFA was added to the reaction mixture and was purged and flushed with argon (3×). The reaction mixture was stirred for 4 hours at room temperature under an atmosphere of hydrogen. The mixture was filtered through CELITE and concentrated under reduced pressure. The residue was p... Reactants: CC(=O)OC(C)=O, CCN(C(C)C)C(C)C, ClCCl, COc1cc(OC2CCNCC2)c(F)cc1C(=O)N1CCC(N2C(=O)OCc3ccccc32)CC1. The product is COc1cc(OC2CCN(C(C)=O)CC2)c(F)cc1C(=O)N1CCC(N2C(=O)OCc3ccccc32)CC1. As a reaction SMILES: [CH3:36][C:37](=[O:38])[O:39][C:40](=[O:41])[CH3:42].[CH:43]([N:44]([CH2:45][CH3:46])[CH:47]([CH3:48])[CH3:49])([CH3:50])[CH3:51].[Cl:52][CH2:53][Cl:54].[NH:1]1[CH2:2][CH2:3][CH:4]([O:7][c:8]2[cH:9][c:10]([O:34][CH3:35])[c:11]([C:12](=[O:13])[N:14]3[CH2:15][CH2:16][CH:17]([N:20]4[C:21](=[O:30])[O:22][CH2:23][c:24]5[c:25]4[cH:26][cH:27][cH:28][cH:29]5)[CH2:18][CH2:19]3)[cH:31][c:32]2[F:33])[CH2:5][CH2:6]1>>[N:1]1([C:37]([CH3:36])=[O:38])[CH2:2][CH2:3][CH:4]([O:7][c:8]2[cH:9][c:10]([O:34][CH3:35])[c:11]([C:12](=[O:13])[N:14]3[CH2:15][CH2:16][CH:17]([N:20]4[C:21](=[O:30])[O:22][CH2:23][c:24]5[c:25]4[cH:26][cH:27][cH:28][cH:29]5)[CH2:18][CH2:19]3)[cH:31][c:32]2[F:33])[CH2:5][CH2:6]1. The reactants are C1CCOC1, CN, COC(=CC(=O)Cl)C(C)Oc1ccc(Oc2ccc(C(F)(F)F)cc2Cl)cc1. The product is CNC(=O)C=C(OC)C(C)Oc1ccc(Oc2ccc(C(F)(F)F)cc2Cl)cc1. As a reaction SMILES: [CH2:31]1[O:32][CH2:33][CH2:34][CH2:35]1.[CH3:29][NH2:30].[Cl:1][c:2]1[c:3]([O:4][c:5]2[cH:6][cH:7][c:8]([O:9][CH:10]([C:11](=[CH:12][C:13](=[O:14])[Cl:15])[O:16][CH3:17])[CH3:18])[cH:19][cH:20]2)[cH:21][cH:22][c:23]([C:25]([F:26])([F:27])[F:28])[cH:24]1>>[Cl:1][c:2]1[c:3]([O:4][c:5]2[cH:6][cH:7][c:8]([O:9][CH:10]([C:11](=[CH:12][C:13](=[O:14])[NH:30][CH3:29])[O:16][CH3:17])[CH3:18])[cH:19][cH:20]2)[cH:21][cH:22][c:23]([C:25]([F:26])([F:27])[F:28])[cH:24]1. Starting materials: CCOC(=O)C(C)O[Si](C)(C)C(C)(C)C, C1CCOC1, [Li+], [OH-]. Product: CC(O[Si](C)(C)C(C)(C)C)C(=O)O. Reaction SMILES: [C:1]([CH3:2])([CH3:3])([CH3:4])[Si:5]([O:6][CH:7]([C:8](=[O:9])[O:10][CH2:11][CH3:12])[CH3:13])([CH3:14])[CH3:15].[CH2:18]1[O:19][CH2:20][CH2:21][CH2:22]1.[Li+:17].[OH-:16]>>[C:1]([CH3:2])([CH3:3])([CH3:4])[Si:5]([O:6][CH:7]([C:8](=[O:9])[OH:10])[CH3:13])([CH3:14])[CH3:15]. The reactants are BrC=1C(N(C(=NC1O)SC)CC)=O (5-bromo-3-ethyl-6-hydroxy-2-methylthio-4(3H)-pyrimidinone), C1(CCCCC1)C1=CC=C(CCl)C=C1 (4-cyclohexylbenzyl chloride), O (water), C([O-])([O-])=O.[K+].[K+] (potassium carbonate). Run in CN(C=O)C (N,N-dimethylformamide). Product: BrC=1C(N(C(=NC1OCC1=CC=C(C=C1)C1CCCCC1)SC)CC)=O (5-bromo-6-(4'-cyclohexylbenzyloxy)-3-ethyl-2-methylthio-4(3H)-pyrimidinone). Isolated yield 100.0%. As a reaction SMILES: [Br:1][C:2]1[C:3](=[O:13])[N:4]([CH2:11][CH3:12])[C:5]([S:9][CH3:10])=[N:6][C:7]=1[OH:8].[CH:14]1([C:20]2[CH:27]=[CH:26][C:23]([CH2:24]Cl)=[CH:22][CH:21]=2)[CH2:19][CH2:18][CH2:17][CH2:16][CH2:15]1.C(=O)([O-])[O-].[K+].[K+].O>CN(C)C=O>[Br:1][C:2]1[C:3](=[O:13])[N:4]([CH2:11][CH3:12])[C:5]([S:9][CH3:10])=[N:6][C:7]=1[O:8][CH2:24][C:23]1[CH:26]=[CH:27][C:20]([CH:14]2[CH2:15][CH2:16][CH2:17][CH2:18][CH2:19]2)=[CH:21][CH:22]=1 |f:2.3.4|. Procedure details: In 20 ml of N,N-dimethylformamide were dissolved 1 g of 5-bromo-3-ethyl-6-hydroxy-2-methylthio-4(3H)-pyrimidinone and 0.8 g of 4-cyclohexylbenzyl chloride, and then 1 g of anhydrous potassium carbonate was added thereto. The mixture was subjected to a reaction at 80° C. for 3 hours. After allowing to cool in air, the resulting solution was poured into 50 ml of water and extracted twice with 30 ml of ethyl ether. The ethyl ether layer was washed with water, dried over anhydrous sodium sulfate and... Starting materials: C[Si]([N-][Si](C)(C)C)(C)C.[Li+] (LiHMDS), C(=O)(C(F)(F)F)O (TFA), FC1([C@@](N(C(C(C1)F)=O)C(=O)OC(C)(C)C)(C)C1=C(C=CC=C1)F)F ((2R)-Tert-butyl 3,3,5-trifluoro-2-(2-fluorophenyl)-2-methyl-6-oxopiperidine-1-carboxylate), CI (Methyl iodide). Run in O (water), C(C)(=O)OCC (ethyl acetate), O1CCCC1 (tetrahydrofuran), C1(=CC=CC=C1)C (toluene). Conditions: temperature -78 celsius, time 8 hour. The product is FC1(C(N[C@](C(C1)(F)F)(C)C1=C(C=CC=C1)F)=O)C ((6R)-3,5,5-trifluoro-6-(2-fluorophenyl)-3,6-dimethylpiperidin-2-one). Yield: 187.8%. Reaction SMILES: [F:1][C:2]1([F:25])[CH2:7][CH:6]([F:8])[C:5](=[O:9])[N:4](C(OC(C)(C)C)=O)[C@@:3]1([C:18]1[CH:23]=[CH:22][CH:21]=[CH:20][C:19]=1[F:24])[CH3:17].[CH3:26][Si](C)(C)[N-][Si](C)(C)C.[Li+].CI.C(O)(C(F)(F)F)=O>O1CCCC1.C1(C)C=CC=CC=1.O.C(OCC)(=O)C>[F:8][C:6]1([CH3:26])[CH2:7][C:2]([F:1])([F:25])[C@:3]([C:18]2[CH:23]=[CH:22][CH:21]=[CH:20][C:19]=2[F:24])([CH3:17])[NH:4][C:5]1=[O:9] |f:1.2|. Procedure: (2R)-Tert-butyl 3,3,5-trifluoro-2-(2-fluorophenyl)-2-methyl-6-oxopiperidine-1-carboxylate (1.30 g, 3.60 mmol) (1:1 mixture of diastereomers) was dissolved in tetrahydrofuran (36 mL) (dried over 4 Å MS) and added to a dry round bottom flask. The solution was cooled to −78° C. using a dry ice/acetone bath. LiHMDS (lithium hexamethyldisilazide) (4.50 mL, 4.50 mmol, 1.0 M in tetrahydrofuran) was added in a dropwise manner and the resulting solution was stirred at stirred at −78° C. for 1 h. Methyl i...